Dataset: the Open Reaction Database (ORD), a public repository of structured organic reaction records. Task: describe an organic reaction: reactants, conditions, products, and yield Starting materials: C1(=CC=CC=C1)N1[Se]C2=C(C1=O)C=CC=C2 (2-phenyl-1,2-benzisoselenazole-3(2H)-one), SOC=1C(C(=O)O)=CC=CC1 (mercaptosalicylic acid). Yields the product C1(=CC=CC=C1)NC(=O)C1=C(C=CC=C1)[Se]SOC=1C(C(=O)O)=CC=CC1 (S-(2-phenylcarbamoyl-phenylselenyl)-mercaptosalicylic acid). As a reaction SMILES: [C:1]1([N:7]2[C:11](=[O:12])[C:10]3[CH:13]=[CH:14][CH:15]=[CH:16][C:9]=3[Se:8]2)[CH:6]=[CH:5][CH:4]=[CH:3][CH:2]=1.[SH:17][O:18][C:19]1[C:20](=[CH:24][CH:25]=[CH:26][CH:27]=1)[C:21]([OH:23])=[O:22]>>[C:1]1([NH:7][C:11]([C:10]2[CH:13]=[CH:14][CH:15]=[CH:16][C:9]=2[Se:8][S:17][O:18][C:19]2[C:20](=[CH:24][CH:25]=[CH:26][CH:27]=2)[C:21]([OH:23])=[O:22])=[O:12])[CH:6]=[CH:5][CH:4]=[CH:3][CH:2]=1. Reported procedure: Prepared similar to example 1 from 5 g (18,2 mmol) of 2-phenyl-1,2-benzisoselenazole-3(2H)-one and 2,8 g (18,2 mmol) of mercaptosalicylic acid. Procedure details: A solution of 20 g 4-oxo-nonanoic acid, 19.3 g geraniol, 26.8 g N,N-dicyclohexyl-carbodiimide and 1.0 g 4-pyrrolidinopyridine in 300 ml of dichloromethane was stirred for 24 hours at room temperature. The precipitate was filtered off, the filtrate was diluted with ether, washed with aqueous hydrochloric acid, saturated NaHCO3 and brine. The organic phase was dried, filtered and evaporated to dryness. The resulting oil-crystal mixture was purified by chromatography to yield 21.4 g of a colorless ... The reactants are O=C(CCC(=O)O)CCCCC (4-oxo-nonanoic acid), CC(C)=CCC\C(\C)=C\CO (geraniol), N,N-dicyclohexyl-carbodiimide. Isolated yield 59.7%. Solvent: ClCCl (dichloromethane). The product is CC(=CCOC(CCC(CCCCC)=O)=O)CCC=C(C)C (4-Oxo-nonanoic Acid 3,7-Dimethyl-octa-2,6-dienyl Ester). Reagents/catalysts: N1(CCCC1)C1=CC=NC=C1 (4-pyrrolidinopyridine). Reaction SMILES: [O:1]=[C:2]([CH2:8][CH2:9][CH2:10][CH2:11][CH3:12])[CH2:3][CH2:4][C:5]([OH:7])=[O:6].[CH3:13][C:14](=[CH:16][CH2:17][CH2:18]/[C:19](=[CH:21]/[CH2:22]O)/[CH3:20])[CH3:15]>ClCCl.N1(C2C=CN=CC=2)CCCC1>[CH3:20][C:19]([CH2:18][CH2:17][CH:16]=[C:14]([CH3:15])[CH3:13])=[CH:21][CH2:22][O:6][C:5](=[O:7])[CH2:4][CH2:3][C:2](=[O:1])[CH2:8][CH2:9][CH2:10][CH2:11][CH3:12]. Reactants: BrC1=CC=C(C=C1)C(C1=CC=C(C=C1)O)=C1CC(CC(C1)(C)C)(C)C (4-[(4-Bromophenyl)(3,3,5,5-tetramethylcyclohexylidene)methyl]phenol), OCC=1C=C(C=CC1)B(O)O (3-(hydroxymethyl)phenyl boronic acid), C(=O)([O-])[O-].[Na+].[Na+] (Na2CO3). The reagents and catalysts are C=1C=CC(=CC1)[P](C=2C=CC=CC2)(C=3C=CC=CC3)[Pd]([P](C=4C=CC=CC4)(C=5C=CC=CC5)C=6C=CC=CC6)([P](C=7C=CC=CC7)(C=8C=CC=CC8)C=9C=CC=CC9)[P](C=1C=CC=CC1)(C=1C=CC=CC1)C=1C=CC=CC1 (Pd(PPh3)4). The solvent is COCCOC (DME). Reaction conditions: temperature 160 celsius. Product: OCC=1C=C(C=CC1)C1=CC=C(C=C1)C(C1=CC=C(C=C1)O)=C1CC(CC(C1)(C)C)(C)C (4-[[3′-(Hydroxymethyl)-4-biphenylyl](3,3,5,5-tetramethylcyclohexylidene)methyl]phenol). Isolated yield 65.6%. RXN SMILES: Br[C:2]1[CH:7]=[CH:6][C:5]([C:8](=[C:16]2[CH2:21][C:20]([CH3:23])([CH3:22])[CH2:19][C:18]([CH3:25])([CH3:24])[CH2:17]2)[C:9]2[CH:14]=[CH:13][C:12]([OH:15])=[CH:11][CH:10]=2)=[CH:4][CH:3]=1.[OH:26][CH2:27][C:28]1[CH:29]=[C:30](B(O)O)[CH:31]=[CH:32][CH:33]=1.C([O-])([O-])=O.[Na+].[Na+]>C1C=CC([P]([Pd]([P](C2C=CC=CC=2)(C2C=CC=CC=2)C2C=CC=CC=2)([P](C2C=CC=CC=2)(C2C=CC=CC=2)C2C=CC=CC=2)[P](C2C=CC=CC=2)(C2C=CC=CC=2)C2C=CC=CC=2)(C2C=CC=CC=2)C2C=CC=CC=2)=CC=1.COCCOC>[OH:26][CH2:27][C:28]1[CH:33]=[C:32]([C:2]2[CH:7]=[CH:6][C:5]([C:8](=[C:16]3[CH2:21][C:20]([CH3:23])([CH3:22])[CH2:19][C:18]([CH3:24])([CH3:25])[CH2:17]3)[C:9]3[CH:14]=[CH:13][C:12]([OH:15])=[CH:11][CH:10]=3)=[CH:4][CH:3]=2)[CH:31]=[CH:30][CH:29]=1 |f:2.3.4,^1:46,48,67,86|. Procedure details: A sealed tube containing 4-[(4-bromophenyl)(3,3,5,5-tetramethylcyclohexylidene)methyl]phenol (14) (0.20 g, 0.50 mmol), 3-(hydroxymethyl)phenyl boronic acid (0.16 g, 1.0 mmol), Pd(PPh3)4 (58 mg, 0.05 mmol), 2 M Na2CO3 (4 mL) and DME (4 mL) was heated at 160° C. for 25 minutes. Cooled to room temperature, the mixture was extracted with EtOAc. The EtOAc extracts were combined and washed with water, brine, dried over Na2SO4, filtered, and the filtrate was concentrated to give the crude product as da... Starting materials: solution, [F-].C(CCC)[N+](CCCC)(CCCC)CCCC (tetrabutylammonium fluoride), COC(C1=C(C=C(C=C1)C#C[Si](C)(C)C)Cl)=O (2-chloro-4-trimethylsilanylethynyl-benzoic acid methyl ester). The solvent is C1CCOC1 (THF), C1CCOC1 (THF). Yields the product COC(C1=C(C=C(C=C1)C#C)Cl)=O (2-Chloro-4-ethynyl-benzoic acid methyl ester). Isolated yield 48.0%. As a reaction SMILES: [CH3:1][O:2][C:3](=[O:17])[C:4]1[CH:9]=[CH:8][C:7]([C:10]#[C:11][Si](C)(C)C)=[CH:6][C:5]=1[Cl:16].[F-].C([N+](CCCC)(CCCC)CCCC)CCC>C1COCC1>[CH3:1][O:2][C:3](=[O:17])[C:4]1[CH:9]=[CH:8][C:7]([C:10]#[CH:11])=[CH:6][C:5]=1[Cl:16] |f:1.2|. Procedure details: To a solution of 2-chloro-4-trimethylsilanylethynyl-benzoic acid methyl ester (4.52 g, 12.0 mmol, 1.0 equiv; 70% purity) in THF (50 mL) was as added a 1 M solution of tetrabutylammonium fluoride in THF (14.4 mL, 14.40 mmol, 1.20 equiv; [CAS RN 429-41-4]) and the reaction mixture stirred at rt over night. The crude reaction was extracted from a sat. solution of NH4Cl (50 mL) with ethyl acetate (3×50 mL) and the combined organic phases dried over Na2SO4. Purification of the crude reaction product ... Starting materials: CCCBr, ClCCl, CSc1cc(C=O)cc(OCc2ccccc2)c1O, [K+], [K+], O=C([O-])[O-], CN(C)C=O, O. The product is CCCOc1c(OCc2ccccc2)cc(C=O)cc1SC. As a reaction SMILES: [Br:26][CH2:27][CH2:28][CH3:29].[CH2:30]([Cl:31])[Cl:32].[CH3:1][S:2][c:3]1[cH:4][c:5]([CH:6]=[O:7])[cH:8][c:9]([O:12][CH2:13][c:14]2[cH:15][cH:16][cH:17][cH:18][cH:19]2)[c:10]1[OH:11].[K+:20].[K+:21].[O-:22][C:23]([O-:24])=[O:25].[O:33]=[CH:34][N:35]([CH3:36])[CH3:37].[OH2:38]>>[CH3:1][S:2][c:3]1[cH:4][c:5]([CH:6]=[O:7])[cH:8][c:9]([O:12][CH2:13][c:14]2[cH:15][cH:16][cH:17][cH:18][cH:19]2)[c:10]1[O:11][CH2:27][CH2:28][CH3:29]. Yields the product C(C)N1C(=O)N(C=2N=C(NC2C1=O)\C=C\C1=C(C(=C(C=C1)OC)C)C)CC ((E)-1,3-Diethyl-8 -(4-methoxy-2,3-dimethylstyryl)xanthine). Reaction SMILES: [NH2:1][C:2]1[C:3](=[O:14])[N:4]([CH2:12][CH3:13])[C:5](=[O:11])[N:6]([CH2:9][CH3:10])[C:7]=1[NH2:8].[CH3:15][O:16][C:17]1[CH:27]=[CH:26][C:20]([CH:21]=[CH:22][C:23](O)=O)=[C:19]([CH3:28])[C:18]=1[CH3:29]>>[CH2:12]([N:4]1[C:3](=[O:14])[C:2]2[NH:1][C:23](/[CH:22]=[CH:21]/[C:20]3[CH:26]=[CH:27][C:17]([O:16][CH3:15])=[C:18]([CH3:29])[C:19]=3[CH3:28])=[N:8][C:7]=2[N:6]([CH2:9][CH3:10])[C:5]1=[O:11])[CH3:13]. The reactants are NC=1C(N(C(N(C1N)CC)=O)CC)=O (5,6-diamino-1,3-diethyluracil), COC1=C(C(=C(C=CC(=O)O)C=C1)C)C (4-methoxy-2,3-dimethylcinnamic acid). Procedure: Substantially the same procedure as in Example 7 was repeated using 2.5 g (12.6 mmol) of 5,6-diamino-1,3-diethyluracil and 2.9 g (13.9 mmol) of 4-methoxy-2,3-dimethylcinnamic acid. Then, the resultant crude crystals were recrystallized from ethanol/water to give 0.80 g (yield of Compound 72 as white crystals.